From a dataset of the Open Reaction Database (ORD), a public repository of structured organic reaction records. describe an organic reaction: reactants, conditions, products, and yield Starting materials: C(C1=CC=CC=C1)OC1=C(OC=CC1=O)C (3-Benzyloxy-2-methyl-4-pyrone), C(C1=CC=CC=C1)OC1=C(OC=CC1=O)C.C(C)(=O)N1C(=C(C(C=C1)=O)O)C (1-acetyl-3-hydroxy-2-methylpyrid-4-one 3-Benzyloxy-2-methyl-4-pyrone), NCC(=O)O (glycine), ( K ), OCCN (2-hydroxyethylamine). Product: C(C1=CC=CC=C1)OC1(C(N(C=CC1=O)CC(=O)O)C)O (3-benzyloxy-1-carboxymethyl-3-hydroxy-2-methylpyrid-4-one). RXN SMILES: [CH2:1]([O:8][C:9]1[C:14](=[O:15])[CH:13]=[CH:12]O[C:10]=1[CH3:16])[C:2]1[CH:7]=[CH:6][CH:5]=[CH:4][CH:3]=1.C([O:24]C1C(=O)C=COC=1C)C1C=CC=CC=1.C(N1C=CC(=O)C(O)=C1C)(=O)C.[NH2:45][CH2:46][C:47]([OH:49])=[O:48].OCCN>>[CH2:1]([O:8][C:9]1([OH:24])[C:14](=[O:15])[CH:13]=[CH:12][N:45]([CH2:46][C:47]([OH:49])=[O:48])[CH:10]1[CH3:16])[C:2]1[CH:3]=[CH:4][CH:5]=[CH:6][CH:7]=1 |f:1.2|. Procedure details: 3-Benzyloxy-2-methyl-4-pyrone, prepared as described under (J), is reacted with glycine under substantially similar conditions to those described under (K) for reaction with 2-hydroxyethylamine to give 3-benzyloxy-1-carboxymethyl-3-hydroxy-2-methylpyrid-4-one, which is deprotected using the procedure described under (I) to give 1-carboxymethyl-3-hydroxy-2-methylpyrid-4-one as white crystals, m.p. >230° C.; δmax (nujol) 1625, 1645 cm-1 ; δ(d6DMSO) 1.9 (s, 3H), 4.3 (s. 2H), 5.9 (d, 1H), 7.35 (d, 1...